From a dataset of the Open Reaction Database (ORD), a public repository of structured organic reaction records. describe an organic reaction: reactants, conditions, products, and yield Starting materials: O=C(O)Cc1cc(F)cc(F)c1, CC(N)C(=O)NC1N=C(c2ccccc2)c2ccccc2N(C(C)C)C1=O. The product is CC(NC(=O)Cc1cc(F)cc(F)c1)C(=O)NC1N=C(c2ccccc2)c2ccccc2N(C(C)C)C1=O. RXN SMILES: [F:1][c:2]1[cH:3][c:4]([CH2:9][C:10](=[O:11])[OH:12])[cH:5][c:6]([F:8])[cH:7]1.[NH2:13][CH:14]([CH3:15])[C:16](=[O:17])[NH:18][CH:19]1[C:20](=[O:39])[N:21]([CH:36]([CH3:37])[CH3:38])[c:22]2[c:23]([cH:32][cH:33][cH:34][cH:35]2)[C:24]([c:26]2[cH:27][cH:28][cH:29][cH:30][cH:31]2)=[N:25]1>>[F:1][c:2]1[cH:3][c:4]([CH2:9][C:10](=[O:12])[NH:13][CH:14]([CH3:15])[C:16](=[O:17])[NH:18][CH:19]2[C:20](=[O:39])[N:21]([CH:36]([CH3:37])[CH3:38])[c:22]3[c:23]([cH:32][cH:33][cH:34][cH:35]3)[C:24]([c:26]3[cH:27][cH:28][cH:29][cH:30][cH:31]3)=[N:25]2)[cH:5][c:6]([F:8])[cH:7]1. The reactants are O[C@H]1C[C@@H]2CC[C@H]3[C@@H]4CC[C@@H]([C@@]4(C)CC([C@@H]3[C@]2(CC1)C)=O)C(=O)O (3α-hydroxy-11-oxo-5α-androstane-17β-carboxylic acid), Cl (hydrogen chloride), C(C)(C)O (isopropanol). Yields the product O[C@H]1C[C@@H]2CC[C@H]3[C@@H]4CC[C@@H]([C@@]4(C)CC([C@@H]3[C@]2(CC1)C)=O)C(=O)OC(C)C (3α-Hydroxy-17β-isopropoxycarbonyl-5α-androstan-11-one). Reaction SMILES: [OH:1][C@@H:2]1[CH2:19][CH2:18][C@@:17]2([CH3:20])[C@@H:4]([CH2:5][CH2:6][C@@H:7]3[C@@H:16]2[C:15](=[O:21])[CH2:14][C@@:12]2([CH3:13])[C@H:8]3[CH2:9][CH2:10][C@@H:11]2[C:22]([OH:24])=[O:23])[CH2:3]1.Cl.[CH:26](O)([CH3:28])[CH3:27]>>[OH:1][C@@H:2]1[CH2:19][CH2:18][C@@:17]2([CH3:20])[C@@H:4]([CH2:5][CH2:6][C@@H:7]3[C@@H:16]2[C:15](=[O:21])[CH2:14][C@@:12]2([CH3:13])[C@H:8]3[CH2:9][CH2:10][C@@H:11]2[C:22]([O:24][CH:26]([CH3:28])[CH3:27])=[O:23])[CH2:3]1. Procedure details: A solution of 3α-hydroxy-11-oxo-5α-androstane-17β-carboxylic acid (550 mg.) in dry isopropanol containing 3.7%, by weight, of hydrogen chloride (100 ml.) was refluxed for 61/2 hours. Reactants: C(C)(C)(C)OC(=O)N1CCC(C(=O)O)CC1 (N-tert-butoxycarbonylisonipecotic acid), C(C1=CC=CC=C1)O (benzyl alcohol), Cl.CN(CCCN=C=NCC)C (1-(3-dimethylamino-propyl)-3-ethylcarbodiimide hydrochloride), resultant mixture. Reagents/catalysts: CN(C1=CC=NC=C1)C (4-dimethylaminopyridine). The solvent is ClCCl (dichloromethane), ClCCl (dichloromethane). Conditions: time 6 hour. Product: C(C)(C)(C)OC(=O)N1CCC(C(=O)OCC2=CC=CC=C2)CC1 (Benzyl N-tert-butoxycarbonylisonipecotate). Reaction SMILES: [C:1]([O:5][C:6]([N:8]1[CH2:16][CH2:15][CH:11]([C:12]([OH:14])=[O:13])[CH2:10][CH2:9]1)=[O:7])([CH3:4])([CH3:3])[CH3:2].[CH2:17](O)[C:18]1[CH:23]=[CH:22][CH:21]=[CH:20][CH:19]=1.Cl.CN(C)CCCN=C=NCC>CN(C)C1C=CN=CC=1.ClCCl>[C:1]([O:5][C:6]([N:8]1[CH2:16][CH2:15][CH:11]([C:12]([O:14][CH2:17][C:18]2[CH:23]=[CH:22][CH:21]=[CH:20][CH:19]=2)=[O:13])[CH2:10][CH2:9]1)=[O:7])([CH3:4])([CH3:2])[CH3:3] |f:2.3|. Procedure: A mixture of N-tert-butoxycarbonylisonipecotic acid (12.0 g, 52.3 mmol), benzyl alcohol (6.0 mL, 58 mmol), 1-(3-dimethylamino-propyl)-3-ethylcarbodiimide hydrochloride (11.04 g, 57.6 mmol), and 4-dimethylaminopyridine (642 mg, 5.25 mmol) in anhydrous dichloromethane (100 mL) was stirred at room temp. for 6 h. The resultant mixture was diluted with dichloromethane and washed successively with water, 10% aqueous citric acid, saturated sodium bicarbonate, and brine. The organic extract was dried ov... The reactants are Cl[C@@H](C(=O)N1CC(C2=CC=C(C=C12)C#N)(C)C)CC ((R)-1-(2-chlorobutanoyl)-3,3-dimethylindoline-6-carbonitrile), C(C)(C)(C)OC(=O)N1[C@@H](CNCC1)C ((R)-2-methyl-piperazine-1-carboxylic acid tert-butyl ester), C([O-])([O-])=O.[K+].[K+] (potassium carbonate). The solvent is C(C)(=O)OCC (ethyl acetate), C(C)#N (acetonitrile). Run at temperature 50 celsius, time 36 hour. Yields the product C(C)(C)(C)OC(=O)N1[C@@H](CN(CC1)[C@@H](CC)C(=O)N1CC(C2=CC=C(C=C12)C#N)(C)C)C ((R)-4-[(S)-1-(6-cyano-3,3-dimethyl-2,3-dihydro-indole-1-carbonyl)-propyl]-2-methyl-piperazine-1-carboxylic acid tert-butyl ester). The yield is 14.5%. As a reaction SMILES: Cl[C@H:2]([CH2:18][CH3:19])[C:3]([N:5]1[C:13]2[C:8](=[CH:9][CH:10]=[C:11]([C:14]#[N:15])[CH:12]=2)[C:7]([CH3:17])([CH3:16])[CH2:6]1)=[O:4].[C:20]([O:24][C:25]([N:27]1[CH2:32][CH2:31][NH:30][CH2:29][C@H:28]1[CH3:33])=[O:26])([CH3:23])([CH3:22])[CH3:21].C(=O)([O-])[O-].[K+].[K+]>C(#N)C.C(OCC)(=O)C>[C:20]([O:24][C:25]([N:27]1[CH2:32][CH2:31][N:30]([C@H:2]([C:3]([N:5]2[C:13]3[C:8](=[CH:9][CH:10]=[C:11]([C:14]#[N:15])[CH:12]=3)[C:7]([CH3:17])([CH3:16])[CH2:6]2)=[O:4])[CH2:18][CH3:19])[CH2:29][C@H:28]1[CH3:33])=[O:26])([CH3:23])([CH3:21])[CH3:22] |f:2.3.4|. Procedure details: To a suspension of (R)-1-(2-chlorobutanoyl)-3,3-dimethylindoline-6-carbonitrile (0.1 g, 0.36 mmol), (R)-2-methyl-piperazine-1-carboxylic acid tert-butyl ester (0.072 g, 0.36 mmol) in acetonitrile (2.5 mL) was added potassium carbonate (0.049 g, 0.36 mmol) and the reaction heated to 50° C. for 48 h followed by 80° C. for 24 h and 60° C. for 36 h. The reaction mixture was then diluted with ethyl acetate and washed with water. The organics were separated, dried with sodium sulfate and concentrated.... Starting materials: C(C)=O (acetaldehyde), Grignard reagent, CCOCC (ether), ice, Cl (hydrochloric acid), BrCCC1=C(C=CC=C1)C1=C(C=CC=C1)F (1-bromo-2-(2'-fluoro-biphenylyl)-ethane), [Mg] (magnesium), CCOCC (ether). The product is FC1=C(C=CC=C1)C1=CC=C(C=C1)CCC(C)O (4-(2'-Fluoro-4-biphenylyl)-2-butanol). As a reaction SMILES: [CH:1](=O)[CH3:2].BrCC[C:7]1[CH:12]=[CH:11][CH:10]=[CH:9][C:8]=1[C:13]1[CH:18]=[CH:17][CH:16]=[CH:15][C:14]=1[F:19].[Mg].Cl.CC[O:24][CH2:25][CH3:26]>>[F:19][C:14]1[CH:15]=[CH:16][CH:17]=[CH:18][C:13]=1[C:8]1[CH:7]=[CH:12][C:11]([CH2:1][CH2:2][CH:25]([OH:24])[CH3:26])=[CH:10][CH:9]=1. Procedure details: A solution of 5.82 gm (0.132 mol) of acetaldehyde in 10 ml of dry ether was added dropwise to a stirred Grignard reagent prepared under exclusion of air from 47.0 gm (0.168 mol) of 1-bromo-2-(2'-fluoro-biphenylyl)-ethane and 4.0 gm (0.165 mol) of magnesium in 60 ml of anhydrous ether. All of these operations were carried out in an atmosphere of very pure nitrogen. The resulting mixture was heated for 2 hours on a water bath, while stirring, then cooled and hydryolized by addition of 50 gm of cru...